From a dataset of the Open Reaction Database (ORD), a public repository of structured organic reaction records. describe an organic reaction: reactants, conditions, products, and yield Conditions: temperature 70 celsius, time 2 hour. Run in C(C)(=O)O (acetic acid). Procedure: 600 ml of toluene, 200 g of cyanoacetamide, 193 g of cyclohexanone, 15 g of ammonium acetate and 24 g of acetic acid are placed in a 2 litre flask equipped with a mechanical stirrer, thermometer and Dean-Stark trap connected to a condenser, under nitrogen flow. The mixture is heated under reflux, simultaneously separating the water by distilling the water-toluene azeotrope. The separated water is collected in the Dean-Stark trap and removed at suitable time intervals. After 2 hours, on completio... The reactants are C1(=CC=CC=C1)C (toluene), C(#N)CC(=O)N (cyanoacetamide), C1(CCCCC1)=O (cyclohexanone), C(C)(=O)[O-].[NH4+] (ammonium acetate). The product is C1(CCCCC1)=C(C(=O)N)C#N (2-cyclohexylidene-2-cyanoacetamide). RXN SMILES: [C:1]1(C)[CH:6]=[CH:5][CH:4]=[CH:3][CH:2]=1.[C:8]([CH2:10][C:11]([NH2:13])=[O:12])#[N:9].C1(=O)CCCCC1.C([O-])(=O)C.[NH4+]>C(O)(=O)C>[C:1]1(=[C:10]([C:8]#[N:9])[C:11]([NH2:13])=[O:12])[CH2:6][CH2:5][CH2:4][CH2:3][CH2:2]1 |f:3.4|. Reactants: C[O-], CO, CSc1ccc(C=O)cc1, COC(=O)CN=[N+]=[N-], [Na+], O. Yields the product COC(=O)C(=Cc1ccc(SC)cc1)N=[N+]=[N-]. RXN SMILES: [CH3:1][O-:2].[CH3:22][OH:23].[CH3:4][S:5][c:6]1[cH:7][cH:8][c:9]([CH:10]=[O:11])[cH:12][cH:13]1.[N:14](=[N+:15]=[N-:16])[CH2:17][C:18](=[O:19])[O:20][CH3:21].[Na+:3].[OH2:24]>>[CH3:4][S:5][c:6]1[cH:7][cH:8][c:9]([CH:10]=[C:17]([N:14]=[N+:15]=[N-:16])[C:18](=[O:19])[O:20][CH3:21])[cH:12][cH:13]1. Starting materials: [Cl-].C(N)(=O)C1=CC=[N+](C=C1)C1=C(C=C(C=C1)[N+](=O)[O-])[N+](=O)[O-] (4-carbamoyl-1-(2,4-dinitrophenyl)-pyridinium chloride), COC1=C(N)C=CC=C1 (2-methoxyaniline). Solvent: CO (methanol). Reaction conditions: time 16 hour. Product: [Cl-].C(N)(=O)C1=CC=[N+](C=C1)C1=C(C=CC=C1)OC (4-carbamoyl-1-(2-methoxyphenyl)-pyridinium chloride). RXN SMILES: [Cl-:1].[C:2]([C:5]1[CH:10]=[CH:9][N+:8]([C:11]2[CH:16]=[CH:15][C:14]([N+]([O-])=O)=[CH:13][C:12]=2[N+]([O-])=O)=[CH:7][CH:6]=1)(=[O:4])[NH2:3].[CH3:23][O:24]C1C=CC=CC=1N>CO>[Cl-:1].[C:2]([C:5]1[CH:10]=[CH:9][N+:8]([C:11]2[CH:16]=[CH:15][CH:14]=[CH:13][C:12]=2[O:24][CH3:23])=[CH:7][CH:6]=1)(=[O:4])[NH2:3] |f:0.1,4.5|. Procedure details: A mixture of 4-carbamoyl-1-(2,4-dinitrophenyl)-pyridinium chloride (13.6 g), 2-methoxyaniline (10 ml) and methanol (500 ml) was stirred at ambient temperature for 16 hours and the solvent was removed in vacuo. Ether containing a small amount of acetone was added and the mixture heated under reflux until solidification of the product was complete. The product was collected by filtration to give 4-carbamoyl-1-(2-methoxyphenyl)-pyridinium chloride as a yellow solid (11.5 g), m.p. 229°-230° C. (dec)... As a reaction SMILES: C(O[C:6]([NH:8][NH:9][C:10](=[S:19])[C:11]1[CH:16]=[CH:15][C:14]([F:17])=[C:13]([F:18])[CH:12]=1)=[O:7])(C)(C)C.C(OC(NNC(=O)C1C=CC(F)=CC=1)=O)(C)(C)C.C(O)(C(F)(F)F)=O.CCN(C(C)C)C(C)C.[CH3:54][O:55][C:56](=[O:74])[C:57]1[CH:62]=[CH:61][CH:60]=[C:59]([C:63]2[O:64][C:65]3[CH:71]=[CH:70][CH:69]=[C:68]([CH:72]=O)[C:66]=3[N:67]=2)[CH:58]=1.[F:75][C:76]1[CH:84]=[C:83]([F:85])[CH:82]=[C:81]([F:86])[C:77]=1C(Cl)=O>C(Cl)Cl>[CH3:54][O:55][C:56](=[O:74])[C:57]1[CH:62]=[CH:61][CH:60]=[C:59]([C:63]2[O:64][C:65]3[CH:71]=[CH:70][CH:69]=[C:68]([CH:72]4[N:8]([C:6](=[O:7])[C:77]5[C:76]([F:75])=[CH:84][C:83]([F:85])=[CH:82][C:81]=5[F:86])[N:9]=[C:10]([C:11]5[CH:16]=[CH:15][C:14]([F:17])=[C:13]([F:18])[CH:12]=5)[S:19]4)[C:66]=3[N:67]=2)[CH:58]=1. Starting materials: C(=O)(C(F)(F)F)O (TFA), C(C)(C)(C)OC(=O)NNC(C1=CC(=C(C=C1)F)F)=S (N′-(3,4-Difluoro-thiobenzoyl)-hydrazinecarboxylic acid tert-butyl ester), CCN(C(C)C)C(C)C (DIEA), COC(C1=CC(=CC=C1)C=1OC2=C(N1)C(=CC=C2)C=O)=O (3-(4-formyl-benzooxazol-2-yl)-benzoic acid methyl ester), C(C)(C)(C)OC(=O)NNC(C1=CC=C(C=C1)F)=O (N′-(4-fluoro-benzoyl)-hydrazinecarboxylic acid tert-butyl ester), FC1=C(C(=O)Cl)C(=CC(=C1)F)F (2,4,6-Trifluorobenzoyl chloride). The product is COC(C1=CC(=CC=C1)C=1OC2=C(N1)C(=CC=C2)C2SC(=NN2C(C2=C(C=C(C=C2F)F)F)=O)C2=CC(=C(C=C2)F)F)=O (3-{4-[5-(3,4-difluoro-phenyl)-3-(2,4,6-trifluoro-benzoyl)-2,3-dihydro-[1,3,4]thiadiazol-2-yl]-benzooxazol-2-yl}-benzoic acid methyl ester). Reported procedure: N′-(3,4-Difluoro-thiobenzoyl)-hydrazinecarboxylic acid tert-butyl ester (0.1 mmol) prepared as described in example 3 for N′-(4-fluoro-benzoyl)-hydrazinecarboxylic acid tert-butyl ester, is treated with TFA (1 mmol) in dry CH2Cl2 (1 mL) at room temperature for 30 minutes. Solvent is removed and the residue is dissolved in dry CH2Cl2 (1 mL). DIEA (0.57 mmol) is added to the solution and the mixture is treated with 3-(4-formyl-benzooxazol-2-yl)-benzoic acid methyl ester (0.064 mmol) in the presenc... Conditions: time 16 hour. Solvent: C(Cl)Cl (CH2Cl2). Starting materials: N#Cc1c(N2CCNCC2)c2cc(Cl)ccc2n(Cc2ccccc2)c1=O, O, c1ccncc1, O=C(Cl)c1ccco1. Yields the product N#Cc1c(N2CCN(C(=O)c3ccco3)CC2)c2cc(Cl)ccc2n(Cc2ccccc2)c1=O. As a reaction SMILES: [CH2:9]([c:10]1[cH:11][cH:12][cH:13][cH:14][cH:15]1)[n:16]1[c:17](=[O:35])[c:18]([C:33]#[N:34])[c:19]([N:27]2[CH2:28][CH2:29][NH:30][CH2:31][CH2:32]2)[c:20]2[cH:21][c:22]([Cl:26])[cH:23][cH:24][c:25]12.[OH2:36].[cH:37]1[cH:38][cH:39][n:40][cH:41][cH:42]1.[o:1]1[c:2]([C:6](=[O:7])[Cl:8])[cH:3][cH:4][cH:5]1>>[o:1]1[c:2]([C:6](=[O:7])[N:30]2[CH2:29][CH2:28][N:27]([c:19]3[c:18]([C:33]#[N:34])[c:17](=[O:35])[n:16]([CH2:9][c:10]4[cH:11][cH:12][cH:13][cH:14][cH:15]4)[c:25]4[c:20]3[cH:21][c:22]([Cl:26])[cH:23][cH:24]4)[CH2:32][CH2:31]2)[cH:3][cH:4][cH:5]1. Reactants: CN(C)C=O, O=C(Cl)C(=O)Cl, ClCCl, CC(C)(C(=O)O)c1ccc(CNC(=O)c2cccnc2Oc2ccc3c(c2)OCO3)cc1. Yields the product CNC(=O)C(C)(C)c1ccc(CNC(=O)c2cccnc2Oc2ccc3c(c2)OCO3)cc1. RXN SMILES: [CH3:33][N:34]([CH3:35])[CH:36]=[O:37].[Cl:38][C:39]([C:40]([Cl:41])=[O:42])=[O:43].[Cl:44][CH2:45][Cl:46].[O:1]1[CH2:2][O:3][c:4]2[c:5]1[cH:6][cH:7][c:8]([O:10][c:11]1[n:12][cH:13][cH:14][cH:15][c:16]1[C:17](=[O:18])[NH:19][CH2:20][c:21]1[cH:22][cH:23][c:24]([C:27]([C:28](=[O:29])[OH:30])([CH3:31])[CH3:32])[cH:25][cH:26]1)[cH:9]2>>[O:1]1[CH2:2][O:3][c:4]2[c:5]1[cH:6][cH:7][c:8]([O:10][c:11]1[n:12][cH:13][cH:14][cH:15][c:16]1[C:17](=[O:18])[NH:19][CH2:20][c:21]1[cH:22][cH:23][c:24]([C:27]([C:28](=[O:29])[NH:34][CH3:33])([CH3:31])[CH3:32])[cH:25][cH:26]1)[cH:9]2.